From a dataset of the Open Reaction Database (ORD), a public repository of structured organic reaction records. describe an organic reaction: reactants, conditions, products, and yield Starting materials: C(C)(C)(C)OC(NC1=C(C=C(C(=C1)N(C)C)Cl)NC(CC(=O)C1=CC(=CC=C1)N1N=NC=C1CN(C)C)=O)=O ((4-Chloro-5-dimethylamino-2-{3-[3-(5-dimethylaminomethyl-[1,2,3]triazol-1-yl)-phenyl]-3-oxo-propionylamino}-phenyl)-carbamic acid tert.-butyl ester), C(=O)(C(F)(F)F)O (TFA). The solvent is C(Cl)Cl (CH2Cl2). The product is ClC=1C(=CC2=C(NC(CC(=N2)C2=CC(=CC=C2)N2N=NC=C2CN(C)C)=O)C1)N(C)C (8-Chloro-7-dimethylamino-4-[3-(5-dimethylaminomethyl-[1,2,3]triazol-1-yl)-phenyl]-1,3-dihydro-benzo[b][1,4]diazepin-2-one), solid. RXN SMILES: C(OC(=O)[NH:7][C:8]1[CH:13]=[C:12]([N:14]([CH3:16])[CH3:15])[C:11]([Cl:17])=[CH:10][C:9]=1[NH:18][C:19](=[O:38])[CH2:20][C:21]([C:23]1[CH:28]=[CH:27][CH:26]=[C:25]([N:29]2[C:33]([CH2:34][N:35]([CH3:37])[CH3:36])=[CH:32][N:31]=[N:30]2)[CH:24]=1)=O)(C)(C)C.C(O)(C(F)(F)F)=O>C(Cl)Cl>[Cl:17][C:11]1[C:12]([N:14]([CH3:16])[CH3:15])=[CH:13][C:8]2[N:7]=[C:21]([C:23]3[CH:28]=[CH:27][CH:26]=[C:25]([N:29]4[C:33]([CH2:34][N:35]([CH3:37])[CH3:36])=[CH:32][N:31]=[N:30]4)[CH:24]=3)[CH2:20][C:19](=[O:38])[NH:18][C:9]=2[CH:10]=1. Reported procedure: The title compound was prepared from (4-chloro-5-dimethylamino-2-{3-[3-(5-dimethylaminomethyl-[1,2,3]triazol-1-yl)-phenyl]-3-oxo-propionylamino}-phenyl)-carbamic acid tert.-butyl ester (Example M19) by treatment with TFA in CH2Cl2 according to the general procedure N. Obtained as a beige solid (34 mg). The reactants are NC(=S)N (thiourea), ClC=1N2N=CN=C2N=C(C1)C(C)(C)C (4-chloro-6-t-butyl-1,3,3a,7-tetraazaindene). The solvent is C(C)O (ethanol). The product is SC=1N2N=CN=C2N=C(C1)C(C)(C)C (4-Mercapto-6-t-butyl-1,3,3a,7-tetraazaindene). As a reaction SMILES: NC(N)=[S:3].Cl[C:6]1[N:7]2[C:11]([N:12]=[C:13]([C:15]([CH3:18])([CH3:17])[CH3:16])[CH:14]=1)=[N:10][CH:9]=[N:8]2>C(O)C>[SH:3][C:6]1[N:7]2[C:11]([N:12]=[C:13]([C:15]([CH3:18])([CH3:17])[CH3:16])[CH:14]=1)=[N:10][CH:9]=[N:8]2. Procedure: 8.7 g of thiourea was dissolved in 150 ml of ethanol and thereto was added 4-chloro-6-t-butyl-1,3,3a,7-tetraazaindene. The resulting mixture was refluxed for 1.5 hours over a water bath. At the conclusion of the refluxing the product precipitated as crystals. Upon distilling off the ethanol, needle crystals were obtained. Repeated recrystallization from 1.8 l of ethanol gave 7.4 g of intended compound having a melting point of 285° to 286° C. Starting materials: ClC=1C(=C(C=C(C1)Cl)C(=O)C1=CC=C(C=C1)F)O ((3,5-dichloro-2-hydroxyphenyl)-(4-fluorophenyl)methanone), CS(=O)C (dimethyl sulphoxide). Run at temperature 100 celsius. Yields the product C(C1=CC=CC=C1)SC1=CC=C(C=C1)C(=O)C1=C(C(=CC(=C1)Cl)Cl)O ([4-(Benzylthio)phenyl]-(3,5-dichloro-2-hydroxyphenyl)methanone). As a reaction SMILES: [Cl:1][C:2]1[C:3]([OH:18])=[C:4]([C:9]([C:11]2[CH:16]=[CH:15][C:14](F)=[CH:13][CH:12]=2)=[O:10])[CH:5]=[C:6]([Cl:8])[CH:7]=1.C[S:20]([CH3:22])=O>>[CH2:22]([S:20][C:14]1[CH:15]=[CH:16][C:11]([C:9]([C:4]2[CH:5]=[C:6]([Cl:8])[CH:7]=[C:2]([Cl:1])[C:3]=2[OH:18])=[O:10])=[CH:12][CH:13]=1)[C:2]1[CH:3]=[CH:4][CH:5]=[CH:6][CH:7]=1. Procedure: The residue is dissolved with 200 ml of dimethyl sulphoxide, 32 g of (3,5-dichloro-2-hydroxyphenyl)-(4-fluorophenyl)methanone are added and the mixture is heated to 100° C. for 8 hours under argon. Reactants: FC1=CC=C(C=C1)[N+](=O)[O-] (1-fluoro-4-nitrobenzene), C1(CCCCC1)N (cyclohexylamine). The product is C1(CCCCC1)NC1=CC=C(C=C1)N (N-cyclohexyl-p-phenylenediamine). Reaction SMILES: F[C:2]1[CH:7]=[CH:6][C:5]([N+:8]([O-])=O)=[CH:4][CH:3]=1.[CH:11]1([NH2:17])[CH2:16][CH2:15][CH2:14][CH2:13][CH2:12]1>>[CH:5]1([NH:8][C:14]2[CH:15]=[CH:16][C:11]([NH2:17])=[CH:12][CH:13]=2)[CH2:6][CH2:7][CH2:2][CH2:3][CH2:4]1. Reported procedure: Prepared from 1-fluoro-4-nitrobenzene and cyclohexylamine